This data is from the Open Reaction Database (ORD), a public repository of structured organic reaction records. The task is: describe an organic reaction: reactants, conditions, products, and yield The reactants are C1CCCCC1, OCC=CCO, CC(=O)CCC(C)C, O, O=C(O)CC(O)(CC(=O)O)C(=O)O, Oc1ccc(O)cc1. Product: CC(C)CCC1(C)OCC=CCO1. RXN SMILES: [CH2:37]1[CH2:38][CH2:39][CH2:40][CH2:41][CH2:42]1.[CH2:9]([CH:10]=[CH:11][CH2:12][OH:13])[OH:14].[CH3:1][CH:2]([CH2:3][CH2:4][C:5]([CH3:6])=[O:7])[CH3:8].[OH2:36].[OH:15][C:16]([CH2:17][C:18]([C:19](=[O:20])[OH:21])([CH2:22][C:23](=[O:24])[OH:25])[OH:26])=[O:27].[OH:28][c:29]1[cH:30][cH:31][c:32]([OH:33])[cH:34][cH:35]1>>[CH3:1][CH:2]([CH2:3][CH2:4][C:5]1([CH3:6])[O:7][CH2:9][CH:10]=[CH:11][CH2:12][O:13]1)[CH3:8]. Starting materials: OC(CCC(=O)[O-])C1=C(C=CC=C1)C.[Na+] (sodium 4-hydroxy-4-(2-methyl-phenyl)butanoate), [H-].[Na+] (sodium hydride), FC1=C(C#N)C=CC(=C1)OCC1=CSC=C1 (2-fluoro-4-(3-thienylmethoxy)benzonitrile). Solvent: O1CCCC1 (tetrahydrofuran), Cl (hydrochloric acid), C(C)(C)OC(C)C (isopropyl ether). Reaction conditions: time 1 hour. Product: C(#N)C1=C(OC(CCC(=O)O)C2=C(C=CC=C2)C)C=C(C=C1)OCC1=CSC=C1 (4-[2-cyano-5-(3-thienylmethoxy)phenoxy]-4-(2-methylphenyl)butanoic acid). RXN SMILES: [OH:1][CH:2]([C:8]1[CH:13]=[CH:12][CH:11]=[CH:10][C:9]=1[CH3:14])[CH2:3][CH2:4][C:5]([O-:7])=[O:6].[Na+].[H-].[Na+].F[C:19]1[CH:26]=[C:25]([O:27][CH2:28][C:29]2[CH:33]=[CH:32][S:31][CH:30]=2)[CH:24]=[CH:23][C:20]=1[C:21]#[N:22]>O1CCCC1.Cl.C(OC(C)C)(C)C>[C:21]([C:20]1[CH:23]=[CH:24][C:25]([O:27][CH2:28][C:29]2[CH:33]=[CH:32][S:31][CH:30]=2)=[CH:26][C:19]=1[O:1][CH:2]([C:8]1[CH:13]=[CH:12][CH:11]=[CH:10][C:9]=1[CH3:14])[CH2:3][CH2:4][C:5]([OH:7])=[O:6])#[N:22] |f:0.1,2.3|. Reported procedure: A mixture of sodium 4-hydroxy-4-(2-methyl-phenyl)butanoate, thought to be the (R)-enantiomer, (3 g) and sodium hydride (1.5 g; 60% w/v dispersion in mineral oil; 37.5 mmol) in tetrahydrofuran (50 mL) is stirred at ambient temperature for 1 hour under an atmosphere of argon, and is then warmed to 55° C. It is then treated with 2-fluoro-4-(3-thienylmethoxy)benzonitrile (3 g), in one portion, and stirring is continued at 55° C. for 15 hours. The mixture is then cooled, diluted with hydrochloric aci...